From a dataset of the Open Reaction Database (ORD), a public repository of structured organic reaction records. describe an organic reaction: reactants, conditions, products, and yield Starting materials: CC(C)(C)C1=NC(=NC(=C1O)C(C)(C)C)C(CCCC#C[Si](C)(C)C)=O (1-[4,6-bis(1,1-dimethylethyl)-5-hydroxypyrimidin-2-yl]-6-trimethylsilyl-5-hexyn-1-one), O.O.[F-].[K+] (potassium fluoride dihydrate). The solvent is CN(C=O)C (N,N-dimethylformamide). Conditions: temperature 50 celsius, time 47 hour. Product: CC(C)(C)C1=NC(=NC(=C1O)C(C)(C)C)C(CCCC#C)=O (1-[4,6-Bis(1,1-dimethylethyl)-5-hydroxy-2-pyrimidinyl]-5-hexyn-1-one). As a reaction SMILES: [CH3:1][C:2]([C:5]1[C:10]([OH:11])=[C:9]([C:12]([CH3:15])([CH3:14])[CH3:13])[N:8]=[C:7]([C:16](=[O:26])[CH2:17][CH2:18][CH2:19][C:20]#[C:21][Si](C)(C)C)[N:6]=1)([CH3:4])[CH3:3].O.O.[F-].[K+]>CN(C)C=O>[CH3:4][C:2]([C:5]1[C:10]([OH:11])=[C:9]([C:12]([CH3:13])([CH3:14])[CH3:15])[N:8]=[C:7]([C:16](=[O:26])[CH2:17][CH2:18][CH2:19][C:20]#[CH:21])[N:6]=1)([CH3:1])[CH3:3] |f:1.2.3.4|. Procedure details: A mixture of 1-[4,6-bis(1,1-dimethylethyl)-5-hydroxypyrimidin-2-yl]-6-trimethylsilyl-5-hexyn-1-one (0.87 g, 2.3 mmol), Example 8, and potassium fluoride dihydrate (0.91 g, 9.7 mmol) in N,N-dimethylformamide (12 mL) is warmed to 50° C. After stirring for 47 hours at 50° C., the solvent is removed under vacuum and the organic residue is diluted with water. This mixture is extracted with ethyl acetate and the combined extracts are washed with saturated aqueous ammonium chloride solution and brine. ...